The task is: describe an organic reaction: reactants, conditions, products, and yield. This data is from the Open Reaction Database (ORD), a public repository of structured organic reaction records. Reactants: [N+](=O)([O-])C1=CC=C(C=C1)O (4-nitrophenol), N1=CC=CC=C1 (pyridine), [N+](=O)([O-])C1=CC=C(C=CC(=O)Cl)C=C1 (4-nitrocinnamoyl chloride). The solvent is CC(=O)C (acetone), CC(=O)C (acetone). Run at temperature 50 celsius. The product is [N+](=O)([O-])C1=CC=C(C=C1)OC(C=CC1=CC=C(C=C1)[N+](=O)[O-])=O ((4′-nitrophenyl)-4-nitrocinnamate). Yield: 95.5%. RXN SMILES: [N+:1]([C:4]1[CH:14]=[CH:13][C:7]([CH:8]=[CH:9][C:10](Cl)=[O:11])=[CH:6][CH:5]=1)([O-:3])=[O:2].[N+:15]([C:18]1[CH:23]=[CH:22][C:21]([OH:24])=[CH:20][CH:19]=1)([O-:17])=[O:16].N1C=CC=CC=1>CC(C)=O>[N+:15]([C:18]1[CH:23]=[CH:22][C:21]([O:24][C:10](=[O:11])[CH:9]=[CH:8][C:7]2[CH:6]=[CH:5][C:4]([N+:1]([O-:3])=[O:2])=[CH:14][CH:13]=2)=[CH:20][CH:19]=1)([O-:17])=[O:16]. Procedure: 193.2 g (1 mole) of 4-nitrocinnamic acid and 650 g of ethyl acetate were placed in a reaction vessel. While 200 g of thionyl chloride with some drops of DMF was dropped into the reaction mixtures, the reaction mixtures were refluxed with stirring until the generation of hydrogen chloride gas stopped. The reacted solution was concentrated until a solid could be precipitated and was poured into hexane and then the precipitated solid was separated by filtration and dried. 210 g of 4-nitrocinnamoyl ... The reactants are C1(CCC1)OC=1C=C(C(=C(C(=O)OC2CCC2)C1)F)F (cyclobutyl 5-cyclobutoxy-2,3-difluorobenzoate), C(C)O (ethanol), [OH-].[Na+] (sodium hydroxide). Solvent: O (water). Reaction conditions: temperature 60 celsius, time 8 hour. Product: C1(CCC1)OC=1C=C(C(=C(C(=O)O)C1)F)F (5-cyclobutoxy-2,3-difluorobenzoic acid). Isolated yield 95.7%. RXN SMILES: [CH:1]1([O:5][C:6]2[CH:7]=[C:8]([F:20])[C:9]([F:19])=[C:10]([CH:18]=2)[C:11]([O:13]C2CCC2)=[O:12])[CH2:4][CH2:3][CH2:2]1.C(O)C.[OH-].[Na+]>O>[CH:1]1([O:5][C:6]2[CH:7]=[C:8]([F:20])[C:9]([F:19])=[C:10]([CH:18]=2)[C:11]([OH:13])=[O:12])[CH2:4][CH2:3][CH2:2]1 |f:2.3|. Procedure details: A mixture of cyclobutyl 5-cyclobutoxy-2,3-difluorobenzoate (49 g, 174 mmol), ethanol (300 mL), sodium hydroxide (20 g, 500 mmol) and water (300 mL) stirred at 60° C. overnight. The mixture was cooled to room temperature and extracted with petroleum ether (2×100 mL). The pH of the aqueous layer was adjusted to 5 with 6 M hydrochloric acid, and then it was extracted ethyl acetate (3×300 mL). The combined ethyl acetate layers were washed with brine, dried over anhydrous sodium sulfate, filtered, an... The reactants are BrB(Br)Br, COc1ccc2nc(NC(C)C3CCCCC3)sc2c1, ClCCl. Product: CC(Nc1nc2ccc(O)cc2s1)C1CCCCC1. RXN SMILES: [B:21]([Br:22])([Br:23])[Br:24].[CH:1]1([CH:7]([CH3:8])[NH:9][c:10]2[s:11][c:12]3[c:13]([n:14]2)[cH:15][cH:16][c:17]([O:19][CH3:20])[cH:18]3)[CH2:2][CH2:3][CH2:4][CH2:5][CH2:6]1.[Cl:25][CH2:26][Cl:27]>>[CH:1]1([CH:7]([CH3:8])[NH:9][c:10]2[s:11][c:12]3[c:13]([n:14]2)[cH:15][cH:16][c:17]([OH:19])[cH:18]3)[CH2:2][CH2:3][CH2:4][CH2:5][CH2:6]1. Reactants: C(C)OC1=C(C(=CC(=C1OCC)OC)C(=O)OCC)C1=C2C(=C(C=C1C(=O)OCC)OC)OCO2 (diethyl 2,3-diethoxy-4,4'-dimethoxy-2',3'-methylenedioxy-1,1'-biphenyl-6,6'-dicarboxylate), aqueous solution, [OH-].[K+] (potassium hydroxide), Cl (hydrochloric acid). The solvent is O1CCOCC1 (dioxane). Reaction conditions: temperature 70 celsius, time 8 hour. Product: C(C)OC1=C(C(=CC(=C1OCC)OC)C(=O)O)C1=C2C(=C(C=C1C(=O)O)OC)OCO2 (2,3-diethoxy-4,4'-dimethoxy-2',3'-methylenedioxy-1,1'-biphenyl-6,6'-dicarboxylic acid). Isolated yield 87.6%. RXN SMILES: [CH2:1]([O:3][C:4]1[C:9]([O:10][CH2:11][CH3:12])=[C:8]([O:13][CH3:14])[CH:7]=[C:6]([C:15]([O:17]CC)=[O:16])[C:5]=1[C:20]1[C:25]([C:26]([O:28]CC)=[O:27])=[CH:24][C:23]([O:31][CH3:32])=[C:22]2[O:33][CH2:34][O:35][C:21]=12)[CH3:2].[OH-].[K+].Cl>O1CCOCC1>[CH2:1]([O:3][C:4]1[C:9]([O:10][CH2:11][CH3:12])=[C:8]([O:13][CH3:14])[CH:7]=[C:6]([C:15]([OH:17])=[O:16])[C:5]=1[C:20]1[C:25]([C:26]([OH:28])=[O:27])=[CH:24][C:23]([O:31][CH3:32])=[C:22]2[O:33][CH2:34][O:35][C:21]=12)[CH3:2] |f:1.2|. Reported procedure: In 4 ml of dioxane was dissolved 49 mg of diethyl 2,3-diethoxy-4,4'-dimethoxy-2',3'-methylenedioxy-1,1'-biphenyl-6,6'-dicarboxylate obtained in Example 6, and 1 ml of a 5% aqueous solution of potassium hydroxide was added to the solution. The mixture was heated at 70° C. and stirred overnight. The pH value was adjused to 1 to 2 by 3N hydrochloric acid, the reaction mixture was extracted with chloroform, and the solvent was removed from the extract to obtain 38 mg of 2,3-diethoxy-4,4'-dimethoxy-2...